Dataset: the Open Reaction Database (ORD), a public repository of structured organic reaction records. Task: describe an organic reaction: reactants, conditions, products, and yield The reactants are [Cl-], Cl, FC(F)(F)c1cccc(C(F)(F)F)c1, FC(F)Oc1ccccc1, [K+]. Product: FC(F)Oc1ccccc1Cl. As a reaction SMILES: [Cl-:1].[Cl:13].[F:14][C:15]([F:16])([F:17])[c:18]1[cH:19][cH:20][cH:21][c:22]([C:23]([F:24])([F:25])[F:26])[cH:27]1.[F:3][CH:4]([O:5][c:6]1[cH:7][cH:8][cH:9][cH:10][cH:11]1)[F:12].[K+:2]>>[Cl:1][c:7]1[c:6]([O:5][CH:4]([F:3])[F:12])[cH:11][cH:10][cH:9][cH:8]1. Product: Cc1ccc(C(=O)c2cn(C(C)c3cccc(Br)n3)c3ccccc3c2=O)cc1C. The reactants are CC(Br)c1cccc(Br)n1, Cc1ccc(C(=O)c2c[nH]c3ccccc3c2=O)cc1C, CN(C)C=O, [H-], [Na+]. As a reaction SMILES: [Br:24][c:25]1[n:26][c:27]([CH:31]([CH3:32])[Br:33])[cH:28][cH:29][cH:30]1.[CH3:1][c:2]1[cH:3][c:4]([C:5](=[O:6])[c:7]2[cH:8][nH:9][c:10]3[cH:11][cH:12][cH:13][cH:14][c:15]3[c:16]2=[O:17])[cH:18][cH:19][c:20]1[CH3:21].[CH3:34][N:35]([CH3:36])[CH:37]=[O:38].[H-:22].[Na+:23]>>[CH3:1][c:2]1[cH:3][c:4]([C:5](=[O:6])[c:7]2[cH:8][n:9]([CH:31]([c:27]3[n:26][c:25]([Br:24])[cH:30][cH:29][cH:28]3)[CH3:32])[c:10]3[cH:11][cH:12][cH:13][cH:14][c:15]3[c:16]2=[O:17])[cH:18][cH:19][c:20]1[CH3:21]. The reactants are ClCCl, CC(C)(C)OC(=O)N1CCC(O)(C(c2ccc(OC(F)(F)F)cc2)c2ccc(OC(F)(F)F)cc2)CC1, O=C(O)C(F)(F)F. The product is OC1(C(c2ccc(OC(F)(F)F)cc2)c2ccc(OC(F)(F)F)cc2)CCNCC1. As a reaction SMILES: [CH2:45]([Cl:46])[Cl:47].[F:1][C:2]([O:3][c:4]1[cH:5][cH:6][c:7]([CH:10]([C:11]2([OH:24])[CH2:12][CH2:13][N:14]([C:17]([O:18][C:19]([CH3:20])([CH3:21])[CH3:22])=[O:23])[CH2:15][CH2:16]2)[c:25]2[cH:26][cH:27][c:28]([O:31][C:32]([F:33])([F:34])[F:35])[cH:29][cH:30]2)[cH:8][cH:9]1)([F:36])[F:37].[F:38][C:39]([F:40])([F:41])[C:42]([OH:43])=[O:44]>>[F:1][C:2]([O:3][c:4]1[cH:5][cH:6][c:7]([CH:10]([C:11]2([OH:24])[CH2:12][CH2:13][NH:14][CH2:15][CH2:16]2)[c:25]2[cH:26][cH:27][c:28]([O:31][C:32]([F:33])([F:34])[F:35])[cH:29][cH:30]2)[cH:8][cH:9]1)([F:36])[F:37].